Dataset: the Open Reaction Database (ORD), a public repository of structured organic reaction records. Task: describe an organic reaction: reactants, conditions, products, and yield Starting materials: CCN(C(C)C)C(C)C, ClCCl, O=C(O)CCN1CCCCC1, Cc1cccn2cc(-c3ccc(N)cc3)nc12, O, On1nnc2ccccc21. Product: Cc1cccn2cc(-c3ccc(NC(=O)CCN4CCCCC4)cc3)nc12. RXN SMILES: [CH:18]([N:19]([CH2:20][CH3:21])[CH:22]([CH3:23])[CH3:24])([CH3:25])[CH3:26].[Cl:49][CH2:50][Cl:51].[N:27]1([CH2:33][CH2:34][C:35](=[O:36])[OH:37])[CH2:28][CH2:29][CH2:30][CH2:31][CH2:32]1.[NH2:1][c:2]1[cH:3][cH:4][c:5](-[c:8]2[n:9][c:10]3[n:11]([cH:12][cH:13][cH:14][c:15]3[CH3:16])[cH:17]2)[cH:6][cH:7]1.[OH2:38].[OH:39][n:40]1[c:41]2[cH:42][cH:43][cH:44][cH:45][c:46]2[n:47][n:48]1>>[NH:1]([c:2]1[cH:3][cH:4][c:5](-[c:8]2[n:9][c:10]3[n:11]([cH:12][cH:13][cH:14][c:15]3[CH3:16])[cH:17]2)[cH:6][cH:7]1)[C:35]([CH2:34][CH2:33][N:27]1[CH2:28][CH2:29][CH2:30][CH2:31][CH2:32]1)=[O:36]. Reactants: c1c(cc2c(c1)c(cn2C(=O)OC(C)(C)C)B1OC(C(O1)(C)C)(C)C)F, c1(cc2c(cc1)S(N[C@H]2C(=O)OC)(=O)=O)Br. The reagents and catalysts are c1ccc(cc1)-c2c3ccccc3cc4ccccc24 (9-Phenylanthracene), Â C(=O)(O)[O-].[Na+]Â Â  (NaHCO3), O (water), [Pd](Cl)Cl.P(C1CCCCC1)(C1CCCCC1)C1CCCCC1.P(C1CCCCC1)(C1CCCCC1)C1CCCCC1 (Pd(P(Cy)3)2Cl2). Solvent: C1CCOC1 (THF). Run at temperature 70 celsius, time 18 hour. The product is COC(=O)C1NS(=O)(=O)c2ccc(cc12)c3cn(C(=O)OC(C)(C)C)c4cc(F)ccc34. RXN SMILES: [CH3:1][O:2][C:3]([CH:5]1[c:15]([c:10]2[S:7](=[O:9])(=[O:8])[NH:6]1)[cH:14][c:13](Br)[cH:12][cH:11]2)=[O:4].[CH3:16][C:17]([O:20][C:21]([n:23]1[c:32]([c:26]2[c:25](B3OC(C)(C)C(C)(C)O3)[cH:24]1)[cH:31][c:29]([F:30])[cH:28][cH:27]2)=[O:22])([CH3:19])[CH3:18]>>[CH3:1][O:2][C:3]([CH:5]1[c:15]([c:10]2[S:7](=[O:9])(=[O:8])[NH:6]1)[cH:14][c:13]([c:25]3[c:26]([c:32]4[n:23]([C:21]([O:20][C:17]([CH3:19])([CH3:18])[CH3:16])=[O:22])[cH:24]3)[cH:27][cH:28][c:29]([F:30])[cH:31]4)[cH:12][cH:11]2)=[O:4].